The task is: describe an organic reaction: reactants, conditions, products, and yield. This data is from the Open Reaction Database (ORD), a public repository of structured organic reaction records. Reactants: CO[C@H]1[C@@H](O[C@@H]([C@H]1O)CO)N1C=NC=2C(N)=NC=NC12 (2'-O-methyladenosine), CO[C@H]1[C@@H](O[C@@H]([C@H]1O)CO)N1C=NC=2C(N)=NC=NC12 (2'-O-methyladenosine), [N+](=O)([O-])[O-].[Na+] (sodium nitrate), 9-D-Glucopyranosyl-adenines. Solvent: C(C)(=O)O (acetic acid), Nucleic Acid. Reaction conditions: time 24 hour. Yields the product CO[C@H]1[C@@H](O[C@@H]([C@H]1O)CO)N1C=NC=2C(O)=NC=NC12 (2'-O-methylinosine). As a reaction SMILES: [CH3:1][O:2][C@@H:3]1[C@H:7]([OH:8])[C@@H:6]([CH2:9][OH:10])[O:5][C@H:4]1[N:11]1[C:20]2[N:19]=[CH:18][N:17]=[C:15](N)[C:14]=2[N:13]=[CH:12]1.[N+]([O-])([O-])=[O:22].[Na+]>C(O)(=O)C>[CH3:1][O:2][C@@H:3]1[C@H:7]([OH:8])[C@@H:6]([CH2:9][OH:10])[O:5][C@H:4]1[N:11]1[C:20]2[N:19]=[CH:18][N:17]=[C:15]([OH:22])[C:14]=2[N:13]=[CH:12]1 |f:1.2|. Procedure details: Deamination of 2'-O-methyladenosine was accomplished by a modified procedure of Iwai et al., Anomeric 9-D-Glucopyranosyl-adenines and 9-D-Glucopyranosyl-hypozanthines, in Synthetic Procedures in Nucleic Acid Chemistry 135-142 (Zorbach & Tipson eds., Interscience Publishers, New York, N.Y., 1965). To a solution of 2'-O-methyladenosine (6.61 g, 23.5 mmol) dissolved in 4.4% aqueous acetic acid was added 13.1 g sodium nitrate (190 mmol). This reaction solution was stirred 24 hours in a foil covered ... The reactants are CCc1cc2c(O)cc(=O)oc2cc1OC, ClC(Cl)Cl, O=[N+]([O-])O. Yields the product CCc1cc2c(O)c([N+](=O)[O-])c(=O)oc2cc1OC. Reaction SMILES: [CH2:5]([CH3:6])[c:7]1[cH:8][c:9]2[c:10]([OH:20])[cH:11][c:12](=[O:19])[o:13][c:14]2[cH:15][c:16]1[O:17][CH3:18].[CH:21]([Cl:22])([Cl:23])[Cl:24].[OH:1][N+:2]([O-:3])=[O:4]>>[O-:1][N+:2](=[O:4])[c:11]1[c:10]([OH:20])[c:9]2[cH:8][c:7]([CH2:5][CH3:6])[c:16]([O:17][CH3:18])[cH:15][c:14]2[o:13][c:12]1=[O:19].